From a dataset of the Open Reaction Database (ORD), a public repository of structured organic reaction records. describe an organic reaction: reactants, conditions, products, and yield The reactants are C=C (ethylene), C(C)(=O)OC=C (vinyl acetate), C1(\C=C/C(=O)O1)=O (maleic anhydride). Reaction SMILES: C=C.[C:3](OC=C)(=O)[CH3:4].[C:9]1(=[O:15])[O:14][C:12](=[O:13])[CH:11]=[CH:10]1>>[CH2:3]=[CH2:4].[C:12]([O:14][CH:9]=[CH2:10])(=[O:13])[CH3:11].[C:12]1(=[O:13])[O:14][C:9](=[O:15])[CH:10]=[CH:11]1 |f:3.4.5|. Yields the product C=C.C(C)(=O)OC=C.C1(\C=C/C(=O)O1)=O (Ethylene/Vinyl Acetate Maleic Anhydride). Procedure details: A terpolymer containing 60.3 percent ethylene, 38 weight percent vinyl acetate, and 1.7 percent maleic anhydride, and displaying a melt index of 220 g./10 min. was prepared at the rate of 0.68 kg./hr. in a continuous 0.72-liter stirred autoclave by the following procedure. Monomers were mixed, pressured to 1900 kg./sq. cm., and fed at these rates: Starting materials: COCCN (2-methoxy-ethylamine), C(C)OC(=O)C=1C(C2=C(N=C(N=C2)S(=O)(=O)C)N(C1)C=1C=C2CCCC2=CC1)=O (8-Indan-5-yl-2-methanesulfonyl-5-oxo-5,8-dihydro-pyrido[2,3-d]pyrimidine-6-carboxylic acid ethyl ester). The product is C(C)OC(=O)C=1C(C2=C(N=C(N=C2)NCCOC)N(C1)C=1C=C2CCCC2=CC1)=O (8-indan-5-yl-2-(2-methoxy-ethylamino)-5-oxo-5,8-dihydro-pyrido[2,3-d]pyrimidine-6-carboxylic acid ethyl ester). As a reaction SMILES: [CH3:1][O:2][CH2:3][CH2:4][NH2:5].[CH2:6]([O:8][C:9]([C:11]1[C:12](=[O:34])[C:13]2[CH:18]=[N:17][C:16](S(C)(=O)=O)=[N:15][C:14]=2[N:23]([C:25]2[CH:26]=[C:27]3[C:31](=[CH:32][CH:33]=2)[CH2:30][CH2:29][CH2:28]3)[CH:24]=1)=[O:10])[CH3:7]>>[CH2:6]([O:8][C:9]([C:11]1[C:12](=[O:34])[C:13]2[CH:18]=[N:17][C:16]([NH:5][CH2:4][CH2:3][O:2][CH3:1])=[N:15][C:14]=2[N:23]([C:25]2[CH:26]=[C:27]3[C:31](=[CH:32][CH:33]=2)[CH2:30][CH2:29][CH2:28]3)[CH:24]=1)=[O:10])[CH3:7]. Procedure: Using the procedure outlined in Example 1 Step F, the title compound was prepared from 2-methoxy-ethylamine and 8-indan-5-yl-2-methanesulfonyl-5-oxo-5,8-dihydro-pyrido[2,3-d]pyrimidine-6-carboxylic acid ethyl ester (Example 1, Step E, 10 mg, 0.022 mmol). 7 mg of 8-indan-5-yl-2-(2-methoxy-ethylamino)-5-oxo-5,8-dihydro-pyrido[2,3-d]pyrimidine-6-carboxylic acid ethyl ester was obtained as a white solid. 1H NMR (400 MHz, CDCl3) δ (ppm): 9.25 (s, 1H), 8.47 (s, 1H), 7.35 (d, J=7.8 Hz, 1H), 7.22 (s, 1H... The reactants are BrC(C(=O)OCC)C1=CC=CC=C1 (Ethyl α-bromophenylacetate), C(=O)([O-])[O-].[Na+].[Na+] (Na2CO3), O=S1(CC(CN(C2=C1C=C(C(=C2)Br)O)C2=CC=CC=C2)(CC)CCCC)=O (1,1-dioxo-3-butyl-3-ethyl-5-phenyl-7-bromo-8-hydroxy-2,3,4,5-tetrahydro-1,5-benzothiazepine). The reagents and catalysts are [Br-].C(CCC)[N+](CCCC)(CCCC)CCCC (tetrabutylammonium bromide). Solvent: CC#N (MeCN). Product: O=S1(CC(CN(C2=C1C=C(C(=C2)Br)OC(C(=O)OCC)C2=CC=CC=C2)C2=CC=CC=C2)(CC)CCCC)=O (1,1-Dioxo-3-butyl-3-ethyl-5-phenyl-7-bromo-8-[1′-phenyl-1′-ethoxycarbonylmethoxy]-2,3,4,5-tetrahydro-1,5-benzothiazepine). The yield is 94.2%. As a reaction SMILES: Br[CH:2]([C:8]1[CH:13]=[CH:12][CH:11]=[CH:10][CH:9]=1)[C:3]([O:5][CH2:6][CH3:7])=[O:4].C([O-])([O-])=O.[Na+].[Na+].[O:20]=[S:21]1(=[O:46])[C:27]2[CH:28]=[C:29]([OH:33])[C:30]([Br:32])=[CH:31][C:26]=2[N:25]([C:34]2[CH:39]=[CH:38][CH:37]=[CH:36][CH:35]=2)[CH2:24][C:23]([CH2:42][CH2:43][CH2:44][CH3:45])([CH2:40][CH3:41])[CH2:22]1>[Br-].C([N+](CCCC)(CCCC)CCCC)CCC.CC#N>[O:46]=[S:21]1(=[O:20])[C:27]2[CH:28]=[C:29]([O:33][CH:2]([C:8]3[CH:13]=[CH:12][CH:11]=[CH:10][CH:9]=3)[C:3]([O:5][CH2:6][CH3:7])=[O:4])[C:30]([Br:32])=[CH:31][C:26]=2[N:25]([C:34]2[CH:39]=[CH:38][CH:37]=[CH:36][CH:35]=2)[CH2:24][C:23]([CH2:42][CH2:43][CH2:44][CH3:45])([CH2:40][CH3:41])[CH2:22]1 |f:1.2.3,5.6|. Procedure: Ethyl α-bromophenylacetate (0.139 g), Na2CO3 (0.200 g) and tetrabutylammonium bromide (0.034 g) were added to a solution of 1,1-dioxo-3-butyl-3-ethyl-5-phenyl-7-bromo-8-hydroxy-2,3,4,5-tetrahydro-1,5-benzothiazepine (WO 96/16051; 0.200 g, 0.442 mmol) in MeCN (6 ml). The suspension was heated under reflux overnight before the solvent was removed under reduced pressure. The crude product was extracted (DCM/H2O) and purified by flash chromatography (Hex:EtOAc-5:1) to give the title compound 0.256 g... Reactants: ClC1=CC(=C(C=C1)NC(=O)C=1C=C(CSCCC(=O)OC(C)(C)C)C=CC1)C(NC1=NN(C=C1)C1=CC(=C(C=C1)C)C)=O (tert-butyl 3-(3-(4-chloro-2-(1-(3,4-dimethylphenyl)-1H-pyrazol-3-ylcarbamoyl)phenylcarbamoyl)benzylthio)propanoate), FC(C(=O)O)(F)F (2,2,2-trifluoroacetic acid). Solvent: ClCCl (dichloromethane). Run at time 2 hour. The product is ClC1=CC(=C(C=C1)NC(=O)C=1C=C(CSCCC(=O)O)C=CC1)C(NC1=NN(C=C1)C1=CC(=C(C=C1)C)C)=O (3-(3-(4-chloro-2-(1-(3,4-dimethylphenyl)-1H-pyrazol-3-ylcarbamoyl)-phenylcarbamoyl)benzylthio)propanoic acid). Isolated yield 26.9%. Reaction SMILES: [Cl:1][C:2]1[CH:7]=[CH:6][C:5]([NH:8][C:9]([C:11]2[CH:12]=[C:13]([CH:25]=[CH:26][CH:27]=2)[CH2:14][S:15][CH2:16][CH2:17][C:18]([O:20]C(C)(C)C)=[O:19])=[O:10])=[C:4]([C:28](=[O:43])[NH:29][C:30]2[CH:34]=[CH:33][N:32]([C:35]3[CH:40]=[CH:39][C:38]([CH3:41])=[C:37]([CH3:42])[CH:36]=3)[N:31]=2)[CH:3]=1.FC(F)(F)C(O)=O>ClCCl>[Cl:1][C:2]1[CH:7]=[CH:6][C:5]([NH:8][C:9]([C:11]2[CH:12]=[C:13]([CH:25]=[CH:26][CH:27]=2)[CH2:14][S:15][CH2:16][CH2:17][C:18]([OH:20])=[O:19])=[O:10])=[C:4]([C:28](=[O:43])[NH:29][C:30]2[CH:34]=[CH:33][N:32]([C:35]3[CH:40]=[CH:39][C:38]([CH3:41])=[C:37]([CH3:42])[CH:36]=3)[N:31]=2)[CH:3]=1. Procedure details: Into a 50-mL round bottom flask, was placed a solution of tert-butyl 3-(3-(4-chloro-2-(1-(3,4-dimethylphenyl)-1H-pyrazol-3-ylcarbamoyl)phenylcarbamoyl)benzylthio)propanoate (150 mg, 0.24 mmol, 1.00 equiv) in dichloromethane (4 mL), and 2,2,2-trifluoroacetic acid (2 mL). The resulting solution was stirred for 2 h at room temperature. The resulting mixture was concentrated under vacuum. The crude product (100 mg) was purified by reverse phase HPLC eluting with a water/CH3CN gradient containing 0.0... Starting materials: C(C(C)C)C1=CC(=C(S1)S(=O)(=O)NC(C)(C)C)B(O)O (5-iso-Butyl-2-(N-tert-butylaminosulfonyl)thiophene-3-boronic acid), BrC1=CC=C(CN2N=CN=C2)C=C1 (1-(4-Bromobenzyl)-1H-[1,2,4]triazole), [OH-].[Na+] (NaOH). The reagents and catalysts are CC(=O)[O-].CC(=O)[O-].[Pd+2] (Pd(OAc)2), C1(=CC=CC=C1)P(C1=CC=CC=C1)C1=CC=CC=C1 (triphenyl phosphine). The solvent is C1(=CC=CC=C1)C.C(C)O (toluene ethanol). Reaction conditions: temperature 80 celsius. Yields the product N1(N=CN=C1)CC1=CC=C(C=C1)C1=C(SC(=C1)CC(C)C)S(=O)(=O)NC(C)(C)C (3-(4-[1,2,4]Triazol-1-ylmethylphenyl)-5-iso-butyl-N-tert-butylthiophene-2-sulfonamide). Yield: 66.6%. As a reaction SMILES: [CH2:1]([C:5]1[S:9][C:8]([S:10]([NH:13][C:14]([CH3:17])([CH3:16])[CH3:15])(=[O:12])=[O:11])=[C:7](B(O)O)[CH:6]=1)[CH:2]([CH3:4])[CH3:3].Br[C:22]1[CH:33]=[CH:32][C:25]([CH2:26][N:27]2[CH:31]=[N:30][CH:29]=[N:28]2)=[CH:24][CH:23]=1.[OH-].[Na+]>C1(C)C=CC=CC=1.C(O)C.CC([O-])=O.CC([O-])=O.[Pd+2].C1(P(C2C=CC=CC=2)C2C=CC=CC=2)C=CC=CC=1>[N:27]1([CH2:26][C:25]2[CH:24]=[CH:23][C:22]([C:7]3[CH:6]=[C:5]([CH2:1][CH:2]([CH3:4])[CH3:3])[S:9][C:8]=3[S:10]([NH:13][C:14]([CH3:17])([CH3:16])[CH3:15])(=[O:12])=[O:11])=[CH:33][CH:32]=2)[CH:31]=[N:30][CH:29]=[N:28]1 |f:2.3,4.5,6.7.8|. Procedure details: 5-iso-Butyl-2-(N-tert-butylaminosulfonyl)thiophene-3-boronic acid (0.479 g, 1.5 mmol, see Example 1(c) above), 1-(4-bromobenzyl)-1H-[1,2,4]triazole (0.238 g, 1 mmol, see step (a) above), Pd(OAc)2 (15.7 mg, 0.03 mmol), triphenyl phosphine (15.7 mg, 0.06 mmol) and NaOH (0.16 g, 4 mmol) were dissolved in 4 mL of toluene/ethanol (4:1) in a thick walled glass tube, and were then heated to 80° C. for 1 h. The reaction mixture was cooled to rt, extracted with ethyl acetate and water and subsequently dr... Starting materials: COC(=O)c1ccc(C#N)cc1F, CCO, CC(=O)O, O. Product: COC(=O)c1ccc(CN)cc1F. As a reaction SMILES: [C:1](#[N:2])[c:3]1[cH:4][c:5]([F:13])[c:6]([C:7](=[O:8])[O:9][CH3:10])[cH:11][cH:12]1.[CH3:14][CH2:15][OH:16].[CH3:17][C:18](=[O:19])[OH:20].[OH2:21]>>[CH2:1]([NH2:2])[c:3]1[cH:4][c:5]([F:13])[c:6]([C:7](=[O:8])[O:9][CH3:10])[cH:11][cH:12]1. Reactants: [AlH4-].[Li+] (lithium aluminohydride), FC=1C=C(C=CC1F)[C@@H]1CC[C@H](CC1)C1CC[Si](CC1)(OCC)CCCCC (4-(trans-4-(3,4-difluorophenyl)cyclohexyl)-1-n-pentyl-1-ethoxy-1-silacyclohexane), Cl (hydrochloric acid). Run in C1CCOC1 (THF), C1CCOC1 (THF). Product: FC=1C=C(C=CC1F)[C@@H]1CC[C@H](CC1)[C@@H]1CC[Si@H](CC1)CCCCC (trans-4-(trans-4-(3,4-difluorophenyl)cyclohexyl)-1-n-pentyl-1-silacyclohexane). Isolated yield 80.2%. As a reaction SMILES: [F:1][C:2]1[CH:3]=[C:4]([C@H:9]2[CH2:14][CH2:13][C@H:12]([CH:15]3[CH2:20][CH2:19][Si:18]([CH2:24][CH2:25][CH2:26][CH2:27][CH3:28])(OCC)[CH2:17][CH2:16]3)[CH2:11][CH2:10]2)[CH:5]=[CH:6][C:7]=1[F:8].[AlH4-].[Li+].Cl>C1COCC1>[F:1][C:2]1[CH:3]=[C:4]([C@H:9]2[CH2:14][CH2:13][C@H:12]([C@H:15]3[CH2:20][CH2:19][Si@H:18]([CH2:24][CH2:25][CH2:26][CH2:27][CH3:28])[CH2:17][CH2:16]3)[CH2:11][CH2:10]2)[CH:5]=[CH:6][C:7]=1[F:8] |f:1.2|. Procedure: Subsequently, the reaction mixture was concentrated, to which 200 ml of hexane was added thereby permitting secondarily produced urea hydrochloride to be precipitated and separated. The residual solution was concentrated to obtain 33.8 g of 4-(trans-4-(3,4-difluorophenyl)cyclohexyl)-1-n-pentyl-1-ethoxy-1-silacyclohexane. This silacyclohexane product was dissolved in 100 ml of THF and was added to 100 ml of a THF solution of 10.0 g of lithium aluminohydride, followed by agitation under reflux for... Reactants: O=C([O-])[O-], CC#N, CCOC(C)=O, [Cs+], [Cs+], COC(=O)c1ccc(F)cc1, CC(C)(C)OC(=O)NCc1cccc(O)c1. The product is COC(=O)c1ccc(Oc2cccc(CNC(=O)OC(C)(C)C)c2)cc1. RXN SMILES: [C:28](=[O:29])([O-:30])[O-:31].[CH3:34][C:35]#[N:36].[CH3:37][CH2:38][O:39][C:40](=[O:41])[CH3:42].[Cs+:32].[Cs+:33].[F:17][c:18]1[cH:19][cH:20][c:21]([C:22](=[O:23])[O:24][CH3:25])[cH:26][cH:27]1.[OH:1][c:2]1[cH:3][c:4]([CH2:5][NH:6][C:7]([O:8][C:9]([CH3:10])([CH3:11])[CH3:12])=[O:13])[cH:14][cH:15][cH:16]1>>[O:1]([c:2]1[cH:3][c:4]([CH2:5][NH:6][C:7]([O:8][C:9]([CH3:10])([CH3:11])[CH3:12])=[O:13])[cH:14][cH:15][cH:16]1)[c:18]1[cH:19][cH:20][c:21]([C:22](=[O:23])[O:24][CH3:25])[cH:26][cH:27]1. Reactants: FC1=C(C=CC=C1C(F)(F)F)C1(CCNCC1)O (4-[2-fluoro-3-(trifluoromethyl)phenyl]piperidin-4-ol), amine, Cl (hydrochloric acid), C([O-])([O-])=O.[K+].[K+] (potassium carbonate), BrCCCC (bromobutane). Solvent: C(C)#N (acetonitrile). The product is FC1=C(C=CC=C1C(F)(F)F)C1(CCN(CC1)CCCC)O (4-[2-FLUORO-3-(TRIFLUOROMETHYL)PHENYL]-1-BUTYLPIPERIDIN-4-OL). Reaction SMILES: [F:1][C:2]1[C:7]([C:8]([F:11])([F:10])[F:9])=[CH:6][CH:5]=[CH:4][C:3]=1[C:12]1([OH:18])[CH2:17][CH2:16][NH:15][CH2:14][CH2:13]1.C(=O)([O-])[O-].[K+].[K+].Br[CH2:26][CH2:27][CH2:28][CH3:29].Cl>C(#N)C>[F:1][C:2]1[C:7]([C:8]([F:10])([F:11])[F:9])=[CH:6][CH:5]=[CH:4][C:3]=1[C:12]1([OH:18])[CH2:17][CH2:16][N:15]([CH2:26][CH2:27][CH2:28][CH3:29])[CH2:14][CH2:13]1 |f:1.2.3|. Procedure details: Preparation according to Example 2: 4-[2-fluoro-3-(trifluoromethyl)phenyl]piperidin-4-ol (0.31 g, 1.18 mmol), acetonitrile (20 ml), potassium carbonate (0.3 g, 2.9 mmol), bromobutane (0.16 ml, 1.3 mmol). Yield: 0.26 g, 70%. The amine was converted to the hydrochloric acid salt and recrystallized from ethanol/diethyl ether: M.p. 138° C. MS m/z (relative intensity, 70 eV) 319 (M+, 6), 277 (14), 276 (bp), 258 (23) 185 (9). The reactants are O=C1CCC(=O)N1Br, O=C(OOC(=O)c1ccccc1)c1ccccc1, ClC(Cl)(Cl)Cl, CC1(C)C=C(c2ccc(F)cc2)CC(C)(C)C1. Yields the product CC1(C)C=C(c2ccc(F)cc2)C(Br)C(C)(C)C1. RXN SMILES: [Br:1][N:2]1[C:3](=[O:4])[CH2:5][CH2:6][C:7]1=[O:8].[C:9]([O:10][O:11][C:12](=[O:13])[c:14]1[cH:15][cH:16][cH:17][cH:18][cH:19]1)(=[O:20])[c:21]1[cH:22][cH:23][cH:24][cH:25][cH:26]1.[Cl:44][C:45]([Cl:46])([Cl:47])[Cl:48].[F:27][c:28]1[cH:29][cH:30][c:31]([C:34]2=[CH:35][C:36]([CH3:42])([CH3:43])[CH2:37][C:38]([CH3:40])([CH3:41])[CH2:39]2)[cH:32][cH:33]1>>[Br:1][CH:35]1[C:34]([c:31]2[cH:30][cH:29][c:28]([F:27])[cH:33][cH:32]2)=[CH:39][C:38]([CH3:40])([CH3:41])[CH2:37][C:36]1([CH3:42])[CH3:43].